Task: describe an organic reaction: reactants, conditions, products, and yield. Dataset: the Open Reaction Database (ORD), a public repository of structured organic reaction records Reaction SMILES: [Al+3:26].[Cl-:25].[Cl-:27].[Cl-:28].[Cl:30][CH2:31][CH2:32][Cl:33].[N+:1](=[O:2])([O-:3])[c:4]1[cH:5][cH:6][c:7]([C:8](=[O:9])[Cl:10])[cH:11][cH:12]1.[OH2:29].[cH:13]1[cH:14][cH:15][c:16](-[c:19]2[cH:20][cH:21][cH:22][cH:23][cH:24]2)[cH:17][cH:18]1>>[N+:1](=[O:2])([O-:3])[c:4]1[cH:5][cH:6][c:7]([C:8](=[O:9])[c:22]2[cH:21][cH:20][c:19](-[c:16]3[cH:15][cH:14][cH:13][cH:18][cH:17]3)[cH:24][cH:23]2)[cH:11][cH:12]1. Starting materials: [Al+3], [Cl-], [Cl-], [Cl-], ClCCCl, O=C(Cl)c1ccc([N+](=O)[O-])cc1, O, c1ccc(-c2ccccc2)cc1. Yields the product O=C(c1ccc(-c2ccccc2)cc1)c1ccc([N+](=O)[O-])cc1.